From a dataset of the Open Reaction Database (ORD), a public repository of structured organic reaction records. describe an organic reaction: reactants, conditions, products, and yield Starting materials: CCOC(=O)Cc1cc(Cl)c(OCC2CC2)c(Br)c1, COCCBr, Cl, [H-], [Na+], CN(C)C=O, O. Product: CCOC(=O)C(CCOC)c1cc(Cl)c(OCC2CC2)c(Br)c1. As a reaction SMILES: [Br:3][c:4]1[cH:5][c:6]([CH2:16][C:17](=[O:18])[O:19][CH2:20][CH3:21])[cH:7][c:8]([Cl:15])[c:9]1[O:10][CH2:11][CH:12]1[CH2:13][CH2:14]1.[CH3:22][O:23][CH2:24][CH2:25][Br:26].[ClH:27].[H-:2].[Na+:1].[O:28]=[CH:29][N:30]([CH3:31])[CH3:32].[OH2:33]>>[Br:3][c:4]1[cH:5][c:6]([CH:16]([C:17](=[O:18])[O:19][CH2:20][CH3:21])[CH2:25][CH2:24][O:23][CH3:22])[cH:7][c:8]([Cl:15])[c:9]1[O:10][CH2:11][CH:12]1[CH2:13][CH2:14]1. Product: N1C(CCC1)C1=NC(=C(C(=N1)OC1=NC=CC=C1)C1=CC=C(C=C1)Cl)C1=C(C=C(C=C1)Cl)Cl (2-(2-Pyrrolidinyl)-4-(2-pyridyloxy)-5-(4-chlorophenyl)-6-(2,4-dichlorophenyl)pyrimidine). Solvent: C1CCOC1 (THF). The reactants are CS(=O)(=O)C1=NC(=C(C(=N1)OC1=NC=CC=C1)C1=CC=C(C=C1)Cl)C1=C(C=C(C=C1)Cl)Cl (2-Methylsulfonyl-4-(2-pyridyloxy)-5-(4-chlorophenyl)-6-(2,4-dichlorophenyl)pyrimidine), N1CCCC1 (pyrrolidine). RXN SMILES: CS([C:5]1[N:10]=[C:9]([O:11][C:12]2[CH:17]=[CH:16][CH:15]=[CH:14][N:13]=2)[C:8]([C:18]2[CH:23]=[CH:22][C:21]([Cl:24])=[CH:20][CH:19]=2)=[C:7]([C:25]2[CH:30]=[CH:29][C:28]([Cl:31])=[CH:27][C:26]=2[Cl:32])[N:6]=1)(=O)=O.[NH:33]1[CH2:37][CH2:36][CH2:35][CH2:34]1>C1COCC1>[NH:33]1[CH2:37][CH2:36][CH2:35][CH:34]1[C:5]1[N:10]=[C:9]([O:11][C:12]2[CH:17]=[CH:16][CH:15]=[CH:14][N:13]=2)[C:8]([C:18]2[CH:23]=[CH:22][C:21]([Cl:24])=[CH:20][CH:19]=2)=[C:7]([C:25]2[CH:30]=[CH:29][C:28]([Cl:31])=[CH:27][C:26]=2[Cl:32])[N:6]=1. Procedure: 2-Methylsulfonyl-4-(2-pyridyloxy)-5-(4-chlorophenyl)-6-(2,4-dichlorophenyl)pyrimidine from Example 109 (45 mg, 0.09 mmol) was reacted with excess pyrrolidine (0.5 mL) in THF at a sealed tube 60° C. for overnight by general procedure Example 103 to afford the title compound: HPLC/MS: m/e=497 (M++1); Rt4.21 min. 1H-NMR 400 MHz (CDCl3): δ 1.85-1.95 (s 4H), 3.20-3.60 (m, 4H), 7.00-7.19 (m, 8H), 7.31 (d, J=2 Hz, 1H), 7.75-7.80 (m, 1H), 8.38 (m, 1H). Starting materials: C(=C)C(C1=CC=CC=C1)Cl (vinylbenzyl chloride), OC1=CC=C(C(=O)[O-])C=C1.[Na+] (sodium p-hydroxybenzoate), CS(=O)C (dimethylsulfoxide). The solvent is O (water). Product: OC1=CC=C(C(=O)OC(C2=CC=CC=C2)C=C)C=C1 (vinylbenzyl p-hydroxybenzoate). Isolated yield 92.3%. Reaction SMILES: [CH:1]([CH:3](Cl)[C:4]1[CH:9]=[CH:8][CH:7]=[CH:6][CH:5]=1)=[CH2:2].[OH:11][C:12]1[CH:20]=[CH:19][C:15]([C:16]([O-:18])=[O:17])=[CH:14][CH:13]=1.[Na+].CS(C)=O>O>[OH:11][C:12]1[CH:20]=[CH:19][C:15]([C:16]([O:18][CH:3]([CH:1]=[CH2:2])[C:4]2[CH:9]=[CH:8][CH:7]=[CH:6][CH:5]=2)=[O:17])=[CH:14][CH:13]=1 |f:1.2|. Reported procedure: 71.5 g of vinylbenzyl chloride and 75.0 g of sodium p-hydroxybenzoate were added to 250 ml of dimethylsulfoxide and stirred and reacted at 40° C. for 4 days. Then 1,000 ml of water was added thereto, and the resulting mixture was extracted with 200 ml of ethyl acetate. After distilling off ethyl acetate, recrystallization of the residue from benzene-hexane mixture solvent yielded 110 g of vinylbenzyl p-hydroxybenzoate (m.p. 83°-85° C.). Reactants: Cc1ccc(S(=O)(=O)OCC2CCN(C(=O)OC(C)(C)C)CC2)cc1, O=C1NCCC(F)(F)CC1NS(=O)(=O)c1ccc(Cl)cc1. The product is CC(C)(C)OC(=O)N1CCC(CN(C2CC(F)(F)CCNC2=O)S(=O)(=O)c2ccc(Cl)cc2)CC1. As a reaction SMILES: [C:22]([CH3:23])([CH3:24])([CH3:25])[O:26][C:27](=[O:28])[N:29]1[CH2:30][CH2:31][CH:32]([CH2:35][O:36][S:37]([c:38]2[cH:39][cH:40][c:41]([CH3:42])[cH:43][cH:44]2)(=[O:45])=[O:46])[CH2:33][CH2:34]1.[Cl:1][c:2]1[cH:3][cH:4][c:5]([S:8](=[O:9])(=[O:10])[NH:11][CH:12]2[C:13](=[O:21])[NH:14][CH2:15][CH2:16][C:17]([F:19])([F:20])[CH2:18]2)[cH:6][cH:7]1>>[Cl:1][c:2]1[cH:3][cH:4][c:5]([S:8](=[O:9])(=[O:10])[N:11]([CH:12]2[C:13](=[O:21])[NH:14][CH2:15][CH2:16][C:17]([F:19])([F:20])[CH2:18]2)[CH2:35][CH:32]2[CH2:31][CH2:30][N:29]([C:27]([O:26][C:22]([CH3:23])([CH3:24])[CH3:25])=[O:28])[CH2:34][CH2:33]2)[cH:6][cH:7]1. Starting materials: ClC=1C=C(C=CC1)C1C(=C(NC(=C1C(=O)[O-])C)C)C(=O)OCCC#N (mono(2-cyanoethyl) 4-(3-chlorophenyl)-2,6-dimethyl-1,4-dihydropyridine-3,5-dicarboxylate), C1(=CC=CC=C1)C1C(C1)CO (2-phenylcyclopropylmethanol), Cl.CN(CCCN=C=NCC)C (1-(3-dimethylaminopropyl)-3-ethylcarbodiimide hydrochloride), O (Water). The reagents and catalysts are CN(C1=CC=NC=C1)C (4-dimethylaminopyridine). Run in ClCCl (dichloromethane). The product is ClC=1C=C(C=CC1)C1C(=C(NC(=C1C(=O)OCC1C(C1)C1=CC=CC=C1)C)C)C(=O)OCCC#N (5-(2-phenylcyclopropylmethyl) 3-(2-cyanoethyl) 4-(3-chlorophenyl)-2,6-dimethyl-1,4-dihydropyridine 3,5-dicarboxylate). Reaction SMILES: [Cl:1][C:2]1[CH:3]=[C:4]([CH:8]2[C:13]([C:14]([O-:16])=[O:15])=[C:12]([CH3:17])[NH:11][C:10]([CH3:18])=[C:9]2[C:19]([O:21][CH2:22][CH2:23][C:24]#[N:25])=[O:20])[CH:5]=[CH:6][CH:7]=1.[C:26]1([CH:32]2[CH2:34][CH:33]2[CH2:35]O)[CH:31]=[CH:30][CH:29]=[CH:28][CH:27]=1.Cl.CN(C)CCCN=C=NCC.O>CN(C)C1C=CN=CC=1.ClCCl>[Cl:1][C:2]1[CH:3]=[C:4]([CH:8]2[C:13]([C:14]([O:16][CH2:35][CH:33]3[CH2:34][CH:32]3[C:26]3[CH:31]=[CH:30][CH:29]=[CH:28][CH:27]=3)=[O:15])=[C:12]([CH3:17])[NH:11][C:10]([CH3:18])=[C:9]2[C:19]([O:21][CH2:22][CH2:23][C:24]#[N:25])=[O:20])[CH:5]=[CH:6][CH:7]=1 |f:2.3|. Reported procedure: 306 mg (0.85 mmol) of mono(2-cyanoethyl) 4-(3-chlorophenyl)-2,6-dimethyl-1,4-dihydropyridine-3,5-dicarboxylate, 188 mg (1.27 mmol) of 2-phenylcyclopropylmethanol, 243 mg (1.27 mmol) of 1-(3-dimethylaminopropyl)-3-ethylcarbodiimide hydrochloride and 23 mg (0.18 mmol) of 4-dimethylaminopyridine were stirred together in 10 ml of dichloromethane at room temperature for one hour. Water was added to the reaction liquid. After the extraction with dichloromethane, the organic layer was dried over anhydr... The reactants are OC=1C(=CC2=C(OCOC2)C1)C1C(N(C2=CC=CC=C12)C[C@@H]1OCCC1)=O (3-(7-hydroxy-4H-1,3-benzodioxin-6-yl)-1-[(2R)-tetrahydrofuran-2-ylmethyl]-1,3-dihydro-2H-indol-2-one), C1(=CC=CC=C1)C(N1C(C(C2=CC=CC=C12)C1=C(C=C(C(=C1)C)OC)O)=O)C1=CC=CC=C1 (1-(diphenylmethyl)-3-(2-hydroxy-4-methoxy-5-methylphenyl)-1,3-dihydro-2H-indol-2-one). The product is O1[C@H](CCC1)CN1C(C2(C3=CC=CC=C13)COC=1C2=CC2=C(OCOC2)C1)=O (1′-[(2R)-tetrahydrofuran-2-ylmethyl]-4H-spiro[furo[3,2-g][1,3]benzodioxine-6,3′-indol]-2′(1′H)-one). Reaction SMILES: [OH:1][C:2]1[C:3]([CH:12]2[C:20]3[C:15](=[CH:16][CH:17]=[CH:18][CH:19]=3)[N:14]([CH2:21][C@H:22]3[CH2:26][CH2:25][CH2:24][O:23]3)[C:13]2=[O:27])=[CH:4][C:5]2[CH2:10][O:9][CH2:8][O:7][C:6]=2[CH:11]=1.[C:28]1(C(C2C=CC=CC=2)N2C3C(=CC=CC=3)C(C3C=C(C)C(OC)=CC=3O)C2=O)C=CC=CC=1>>[O:23]1[CH2:24][CH2:25][CH2:26][C@@H:22]1[CH2:21][N:14]1[C:15]2[C:20](=[CH:19][CH:18]=[CH:17][CH:16]=2)[C:12]2([C:3]3=[CH:4][C:5]4[CH2:10][O:9][CH2:8][O:7][C:6]=4[CH:11]=[C:2]3[O:1][CH2:28]2)[C:13]1=[O:27]. Reported procedure: Following the procedure as described in EXAMPLE 2 and making non-critical variations using 3-(7-hydroxy-4H-1,3-benzodioxin-6-yl)-1-[(2R)-tetrahydrofuran-2-ylmethyl]-1,3-dihydro-2H-indol-2-one to replace 1-(diphenylmethyl)-3-(2-hydroxy-4-methoxy-5-methylphenyl)-1,3-dihydro-2H-indol-2-one, 1′-[(2R)-tetrahydrofuran-2-ylmethyl]-4H-spiro[furo[3,2-g][1,3]benzodioxine-6,3′-indol]-2′(1′H)-one was obtained (3%) as a colorless solid: 1H NMR (300 MHz, CDCl3) δ 7.38-6.99 (m, 4H), 6.47 (s, 1H), 6.30 (d, J=3.... Starting materials: N(=[N+]=[N-])CC1=CC=C2C(=CC(OC2=C1)=O)C1=CC(=CC=C1)F (7-(azidomethyl)-4-(3-fluorophenyl)-2H-chromen-2-one), C(C)C(C#C)(CC)O (3-ethyl-1-pentyn-3-ol), C1CCOC1 (THF). The reagents and catalysts are [Cu](I)I (copper iodide). The solvent is C(C)(=O)OCC (ethyl acetate). Conditions: time 8 hour. The product is C(C)C(CC)(O)C=1N=NN(C1)CC1=CC=C2C(=CC(OC2=C1)=O)C1=CC(=CC=C1)F (7-[4-(1-Ethyl-1-hydroxy-propyl)-[1,2,3]triazol-1-ylmethyl]-4-(3-fluoro-phenyl)-chromen-2-one). RXN SMILES: [N:1]([CH2:4][C:5]1[CH:14]=[C:13]2[C:8]([C:9]([C:16]3[CH:21]=[CH:20][CH:19]=[C:18]([F:22])[CH:17]=3)=[CH:10][C:11](=[O:15])[O:12]2)=[CH:7][CH:6]=1)=[N+:2]=[N-:3].[CH2:23]([C:25]([OH:30])([CH2:28][CH3:29])[C:26]#[CH:27])[CH3:24].C1COCC1>C(OCC)(=O)C.[Cu](I)I>[CH2:26]([C:25]([C:23]1[N:3]=[N:2][N:1]([CH2:4][C:5]2[CH:14]=[C:13]3[C:8]([C:9]([C:16]4[CH:21]=[CH:20][CH:19]=[C:18]([F:22])[CH:17]=4)=[CH:10][C:11](=[O:15])[O:12]3)=[CH:7][CH:6]=2)[CH:24]=1)([OH:30])[CH2:28][CH3:29])[CH3:27]. Procedure details: To a solution of 7-(azidomethyl)-4-(3-fluorophenyl)-2H-chromen-2-one (343 mg, 0.78 mmol) and 3-ethyl-1-pentyn-3-ol (80 mg, 0.71 mmol) in THF (7 mL) N,N-diisopropylethylamine (622 uL, 3.6 mmol) and copper iodide (204 mg, 1.07 mmol) were added. After overnight stirring, the reaction was diluted with ethyl acetate, filtered and washed with water and brine. The organic layer was then dried over MgSO4, filtered and concentrated. The crude residue obtained was purified by column chromatography (aceton... Reactants: C1(=CC=CC=C1)OC(=O)N1CCC(CC1)(C1=CC(=CC=C1)OC(C)C)C (4-methyl-4-(3-(1-methylethoxy)phenyl)-1-piperidinecarboxylic acid phenyl ester), Br (hydrobromic acid), C(C)(=O)O (acetic acid). The solvent is O (water). Run at time 2 hour. The product is OC=1C=C(C=CC1)C1(CCNCC1)C (4-(3-hydroxyphenyl)-4-methylpiperidine). The yield is 59.7%. As a reaction SMILES: C1(OC([N:10]2[CH2:15][CH2:14][C:13]([CH3:26])([C:16]3[CH:21]=[CH:20][CH:19]=[C:18]([O:22]C(C)C)[CH:17]=3)[CH2:12][CH2:11]2)=O)C=CC=CC=1.Br.C(O)(=O)C>O>[OH:22][C:18]1[CH:17]=[C:16]([C:13]2([CH3:26])[CH2:14][CH2:15][NH:10][CH2:11][CH2:12]2)[CH:21]=[CH:20][CH:19]=1. Procedure: A solution of 4-methyl-4-(3-(1-methylethoxy)phenyl)-1-piperidinecarboxylic acid phenyl ester (Preparation 52, 2.4 g, 6.80 mmol) in 1:1 47% aqueous hydrobromic acid:glacial acetic acid (8 ml) was heated under reflux for 16 h. The solution was allowed to cool to room temperature and water (5 ml) was added. The aqueous layer was extracted with methyl tert-butyl ether (3×10 ml) to remove phenol as by-product. The pH was adjusted to 10.3-10.5 with 15% w:v aqueous sodium hydroxide solution and the mix...